This data is from the Open Reaction Database (ORD), a public repository of structured organic reaction records. The task is: describe an organic reaction: reactants, conditions, products, and yield As a reaction SMILES: [CH2:1]([N:8]1[CH:17]=[C:16]([CH:18]=O)[C:15]2[C:10](=[CH:11][CH:12]=[C:13]([C:20]3[CH:21]=[C:22]([CH:29]=[CH:30][C:31]=3[CH3:32])[C:23]([NH:25][CH:26]3[CH2:28][CH2:27]3)=[O:24])[CH:14]=2)[C:9]1=[O:33])[C:2]1[CH:7]=[CH:6][CH:5]=[CH:4][CH:3]=1.[NH:34]1[CH2:38][CH2:37][CH2:36][CH2:35]1.C(O[BH-](OC(=O)C)OC(=O)C)(=O)C.[Na+]>ClCCl>[CH2:1]([N:8]1[CH:17]=[C:16]([CH2:18][N:34]2[CH2:38][CH2:37][CH2:36][CH2:35]2)[C:15]2[C:10](=[CH:11][CH:12]=[C:13]([C:20]3[CH:21]=[C:22]([CH:29]=[CH:30][C:31]=3[CH3:32])[C:23]([NH:25][CH:26]3[CH2:28][CH2:27]3)=[O:24])[CH:14]=2)[C:9]1=[O:33])[C:2]1[CH:7]=[CH:6][CH:5]=[CH:4][CH:3]=1 |f:2.3|. Starting materials: N1CCCC1 (Pyrrolidine), C(C1=CC=CC=C1)N1C(C2=CC=C(C=C2C(=C1)C=O)C=1C=C(C(=O)NC2CC2)C=CC1C)=O (3-(2-Benzyl-4-formyl-1-oxo-1,2-dihydroisoquinolin-6-yl)-N-cyclopropyl-4-methylbenzamide), C(C)(=O)O[BH-](OC(C)=O)OC(C)=O.[Na+] (sodium triacetoxyborohydride). Reported procedure: 3-(2-Benzyl-4-formyl-1-oxo-1,2-dihydroisoquinolin-6-yl)-N-cyclopropyl-4-methylbenzamide (0.13 g) was dissolved in dichloromethane (10 mL). Pyrrolidine (0.064 g) was then added and the mixture stirred for 10 minutes before adding sodium triacetoxyborohydride (0.25 g). The mixture was stirred at room temperature overnight. The volatiles were removed under reduced pressure and the residue purified (SiO2, eluting with 5% methanol in dichloromethane) to give the title compound as a solid (0.038 g). Conditions: time 10 minute. The product is C(C1=CC=CC=C1)N1C(C2=CC=C(C=C2C(=C1)CN1CCCC1)C=1C=C(C(=O)NC2CC2)C=CC1C)=O (3-(2-Benzyl-1-oxo-4-(pyrrolidin-1-ylmethyl)-1,2-dihydroisoquinolin-6-yl)-N-cyclopropyl-4-methylbenzamide). Yield: 26.0%. Run in ClCCl (dichloromethane).